From a dataset of the Open Reaction Database (ORD), a public repository of structured organic reaction records. describe an organic reaction: reactants, conditions, products, and yield Starting materials: FC=1C=C(C=C(C1NS(=O)(=O)C)F)C(C)NC(=O)C=1N=C(OC1)Cl (2-Chloro-oxazole-4-carboxylic acid [1-(3,5-difluoro-4-methanesulfonylamino-phenyl)-ethyl]-amide), C(C)N(C=1C=C(C=CC1)O)CC (3-diethylamino phenol). Yields the product FC=1C=C(C=C(C1NS(=O)(=O)C)F)C(C)NC(=O)C=1N=C(OC1)OC1=CC(=CC=C1)N(CC)CC (2-(3-Diethylamino-phenoxy)-oxazole-4-carboxylic acid [1-(3,5-difluoro-4-methanesulfonylamino-phenyl)-ethyl]-amide). The yield is 39.3%. Reaction SMILES: [F:1][C:2]1[CH:3]=[C:4]([CH:14]([NH:16][C:17]([C:19]2[N:20]=[C:21](Cl)[O:22][CH:23]=2)=[O:18])[CH3:15])[CH:5]=[C:6]([F:13])[C:7]=1[NH:8][S:9]([CH3:12])(=[O:11])=[O:10].[CH2:25]([N:27]([CH2:35][CH3:36])[C:28]1[CH:29]=[C:30]([OH:34])[CH:31]=[CH:32][CH:33]=1)[CH3:26]>>[F:1][C:2]1[CH:3]=[C:4]([CH:14]([NH:16][C:17]([C:19]2[N:20]=[C:21]([O:34][C:30]3[CH:31]=[CH:32][CH:33]=[C:28]([N:27]([CH2:35][CH3:36])[CH2:25][CH3:26])[CH:29]=3)[O:22][CH:23]=2)=[O:18])[CH3:15])[CH:5]=[C:6]([F:13])[C:7]=1[NH:8][S:9]([CH3:12])(=[O:11])=[O:10]. Procedure: 2-Chloro-oxazole-4-carboxylic acid [1-(3,5-difluoro-4-methanesulfonylamino-phenyl)-ethyl]-amide (50 mg, 0.13 mmol) was reacted with 3-diethylamino phenol (44 mg, 0.26 mmol) to give the title compound (26 mg, 39%) after purification by column chromatography (gradient 12% to 100% EtOAc in n-hexane). Starting materials: C(C)(=O)[O-].[K+] (potassium acetate), C=O (formaldehyde), C(C(O)CC#N)#N (malonitrile). Solvent: C(C)(=O)O (acetic acid). The product is C(O)C(C(C#N)O)(C#N)CO (bis(methylol) malonitrile). Reaction SMILES: [C:1](#[N:7])[CH:2]([CH2:4][C:5]#[N:6])[OH:3].[C:8]([O-:11])(=O)C.[K+].[CH2:13]=[O:14]>C(O)(=O)C>[CH2:13]([C:4]([CH2:8][OH:11])([C:5]#[N:6])[CH:2]([OH:3])[C:1]#[N:7])[OH:14] |f:1.2|. Reported procedure: It is also known that malonitrile can be reacted in glacial acetic acid, in the presence of potassium acetate, with gaseous formaldehyde at 100° C. to produce bis(methylol) malonitrile (Ardis, A. E.; Averill, S. J.; Gilbert, H.; Miller, F. F.; Schmidt, R. F.; Stewart, F. D.; and Trumbull, H. L.; J. Am. Chem. Soc., 72 (1950), 1305), although the yield is only 24% of the theoretical yield.